The task is: describe an organic reaction: reactants, conditions, products, and yield. This data is from the Open Reaction Database (ORD), a public repository of structured organic reaction records. Starting materials: C(CCC)C1=NC2=C(N1CC1=CC=C(C=C1)C=1C(=CC=CC1)C(=O)OC(C)(C)C)C=C(C=C2)NC(=O)N2CCOCC2 (tert.butyl 4'-[(2-n-butyl-6-morpholinocarbonylamino-benzimidazol-1-yl)-methyl]biphenyl-2-carboxylate), FC(C(=O)O)(F)F (trifluoroacetic acid). Run in C(Cl)Cl (methylene chloride). The product is C(CCC)C1=NC2=C(N1CC1=CC=C(C=C1)C=1C(=CC=CC1)C(=O)O)C=C(C=C2)NC(=O)N2CCOCC2 (4'-[(2-n-Butyl-6-morpholinocarbonylamino-benzimidazol-1-yl)-methyl]biphenyl-2-carboxylic acid). As a reaction SMILES: [CH2:1]([C:5]1[N:9]([CH2:10][C:11]2[CH:16]=[CH:15][C:14]([C:17]3[C:18]([C:23]([O:25]C(C)(C)C)=[O:24])=[CH:19][CH:20]=[CH:21][CH:22]=3)=[CH:13][CH:12]=2)[C:8]2[CH:30]=[C:31]([NH:34][C:35]([N:37]3[CH2:42][CH2:41][O:40][CH2:39][CH2:38]3)=[O:36])[CH:32]=[CH:33][C:7]=2[N:6]=1)[CH2:2][CH2:3][CH3:4].FC(F)(F)C(O)=O>C(Cl)Cl>[CH2:1]([C:5]1[N:9]([CH2:10][C:11]2[CH:16]=[CH:15][C:14]([C:17]3[C:18]([C:23]([OH:25])=[O:24])=[CH:19][CH:20]=[CH:21][CH:22]=3)=[CH:13][CH:12]=2)[C:8]2[CH:30]=[C:31]([NH:34][C:35]([N:37]3[CH2:42][CH2:41][O:40][CH2:39][CH2:38]3)=[O:36])[CH:32]=[CH:33][C:7]=2[N:6]=1)[CH2:2][CH2:3][CH3:4]. Procedure: Prepared in analogous manner to Example 9 from tert.butyl 4'-[(2-n-butyl-6-morpholinocarbonylamino-benzimidazol-1-yl)-methyl]biphenyl-2-carboxylate and trifluoroacetic acid in methylene chloride. Starting materials: N#CBr (Cyanogen bromide), CC(C)(C)C=1C=C(C=C(C1O)C(C)(C)C)CCC(=O)NN (3,5-bis(1,1-dimethylethyl)-4-hydroxybenzenepropanoic acid hydrazide), C([O-])(O)=O.[Na+] (sodium bicarbonate). Run in C(C)(=O)OCC (ethyl acetate), O1CCOCC1 (dioxane), O (water). Run at time 5 hour. The product is NC1=NN=C(O1)CCC1=CC(=C(C(=C1)C(C)(C)C)O)C(C)(C)C (4-[2-(5-amino-1,3,4-oxadiazol-2-yl)ethyl]-2,6-bis(1,1-dimethylethyl)phenol). Isolated yield 59.0%. As a reaction SMILES: [CH3:1][C:2]([C:5]1[CH:6]=[C:7]([CH2:16][CH2:17][C:18]([NH:20][NH2:21])=[O:19])[CH:8]=[C:9]([C:12]([CH3:15])([CH3:14])[CH3:13])[C:10]=1[OH:11])([CH3:4])[CH3:3].C(=O)(O)[O-].[Na+].[N:27]#[C:28]Br>O1CCOCC1.O.C(OCC)(=O)C>[NH2:27][C:28]1[O:19][C:18]([CH2:17][CH2:16][C:7]2[CH:6]=[C:5]([C:2]([CH3:1])([CH3:3])[CH3:4])[C:10]([OH:11])=[C:9]([C:12]([CH3:13])([CH3:14])[CH3:15])[CH:8]=2)=[N:20][N:21]=1 |f:1.2|. Procedure details: A solution of 3,5-bis(1,1-dimethylethyl)-4-hydroxybenzenepropanoic acid hydrazide (0.50 g, 1.71 mmol) in dioxane (15 mL) is added to a solution of sodium bicarbonate (0.16 g, 1.88 mmol) in water (4 mL). Cyanogen bromide (0.20 g, 1.88 mmol) is then added in 4 equal portions at 1-minute intervals, and stirring is continued for 5 hours. The reaction mixture is diluted with ethyl acetate and sequentially washed with aqueous sodium bicarbonate, water, and brine. Drying the organic phase over magnesiu... The reactants are CCI, CN(C)C=O, Nc1cc(CC(=O)[O-])ccc1-c1ccccc1, [Na+], O. Yields the product CCOC(=O)Cc1ccc(-c2ccccc2)c(N)c1. Reaction SMILES: [CH2:19]([CH3:20])[I:21].[CH3:23][N:24]([CH3:25])[CH:26]=[O:27].[NH2:1][c:2]1[c:3](-[c:12]2[cH:13][cH:14][cH:15][cH:16][cH:17]2)[cH:4][cH:5][c:6]([CH2:8][C:9](=[O:10])[O-:11])[cH:7]1.[Na+:18].[OH2:22]>>[NH2:1][c:2]1[c:3](-[c:12]2[cH:13][cH:14][cH:15][cH:16][cH:17]2)[cH:4][cH:5][c:6]([CH2:8][C:9]([O:10][CH2:19][CH3:20])=[O:11])[cH:7]1. RXN SMILES: [CH3:1][O:2][C:3]1[CH:10]=[CH:9][C:6]([CH2:7][NH2:8])=[CH:5][CH:4]=1.[CH:11]([C:13]1[CH:14]=[C:15]([CH:20]=[CH:21][CH:22]=1)[C:16]([O:18][CH3:19])=[O:17])=O.C([BH3-])#N.[Na+]>CO>[CH3:1][O:2][C:3]1[CH:10]=[CH:9][C:6]([CH2:7][NH:8][CH2:11][C:13]2[CH:14]=[C:15]([CH:20]=[CH:21][CH:22]=2)[C:16]([O:18][CH3:19])=[O:17])=[CH:5][CH:4]=1 |f:2.3|. Reactants: COC1=CC=C(CN)C=C1 (4-methoxybenzylamine), C(=O)C=1C=C(C(=O)OC)C=CC1 (methyl 3-formylbenzoate), C(#N)[BH3-].[Na+] (sodium cyanoborohydride). Yields the product COC1=CC=C(CNCC=2C=C(C(=O)OC)C=CC2)C=C1 (methyl 3-[(4-methoxybenzylamino)methyl]benzoate). Solvent: CO (methanol). Run at time 30 minute. The yield is 66.3%. Procedure: To a solution of 4-methoxybenzylamine (5.6 g, 41.2 mmol) in methanol (100 mL) was added methyl 3-formylbenzoate (5.2 g, 31.7 mmol) at ambient temperature. The solution was stirred for 30 minutes and sodium cyanoborohydride (3.0 g) was added. The mixture was stirred at ambient temperature overnight and concentrated to about 20 mL. Water (100 mL) was added and the mixture acidified with 2N hydrochloric acid to a pH of 3. The mixture was partitioned between ethyl acetate and brine and the organic p... Starting materials: OC1CCC(C(F)(F)F)CC1, CC(C)OC(=O)N=NC(=O)OC(C)C, C1CCOC1, CC1(c2ccc3cc(O)ccc3c2)COC(=O)N1, c1ccc(P(c2ccccc2)c2ccccc2)cc1. Yields the product CC1(c2ccc3cc(OC4CCC(C(F)(F)F)CC4)ccc3c2)COC(=O)N1. Reaction SMILES: [F:1][C:2]([CH:3]1[CH2:4][CH2:5][CH:6]([OH:9])[CH2:7][CH2:8]1)([F:10])[F:11].[O:49]=[C:50]([O:51][CH:52]([CH3:53])[CH3:54])[N:55]=[N:56][C:57]([O:58][CH:59]([CH3:60])[CH3:61])=[O:62].[O:63]1[CH2:64][CH2:65][CH2:66][CH2:67]1.[OH:12][c:13]1[cH:14][c:15]2[cH:16][cH:17][c:18]([C:23]3([CH3:29])[NH:24][C:25](=[O:28])[O:26][CH2:27]3)[cH:19][c:20]2[cH:21][cH:22]1.[c:30]1([P:31]([c:32]2[cH:33][cH:34][cH:35][cH:36][cH:37]2)[c:38]2[cH:39][cH:40][cH:41][cH:42][cH:43]2)[cH:44][cH:45][cH:46][cH:47][cH:48]1>>[F:1][C:2]([CH:3]1[CH2:4][CH2:5][CH:6]([O:9][c:13]2[cH:14][c:15]3[cH:16][cH:17][c:18]([C:23]4([CH3:29])[NH:24][C:25](=[O:28])[O:26][CH2:27]4)[cH:19][c:20]3[cH:21][cH:22]2)[CH2:7][CH2:8]1)([F:10])[F:11].